Dataset: the Open Reaction Database (ORD), a public repository of structured organic reaction records. Task: describe an organic reaction: reactants, conditions, products, and yield The reactants are BrCc1ccccc1, O=C([O-])[O-], Cc1cc(C)c(Nc2nc(C)ncc2S(=O)(=O)c2ccc(O)cc2)c(C)c1, CC(C)=O, [K+], [K+], O. Product: Cc1cc(C)c(Nc2nc(C)ncc2S(=O)(=O)c2ccc(OCc3ccccc3)cc2)c(C)c1. Reaction SMILES: [Br:34][CH2:35][c:36]1[cH:37][cH:38][cH:39][cH:40][cH:41]1.[C:28](=[O:29])([O-:30])[O-:31].[CH3:1][c:2]1[n:3][cH:4][c:5]([S:18](=[O:19])(=[O:20])[c:21]2[cH:22][cH:23][c:24]([OH:27])[cH:25][cH:26]2)[c:6]([NH:8][c:9]2[c:10]([CH3:17])[cH:11][c:12]([CH3:16])[cH:13][c:14]2[CH3:15])[n:7]1.[CH3:42][C:43](=[O:44])[CH3:45].[K+:32].[K+:33].[OH2:46]>>[CH3:1][c:2]1[n:3][cH:4][c:5]([S:18](=[O:19])(=[O:20])[c:21]2[cH:22][cH:23][c:24]([O:27][CH2:35][c:36]3[cH:37][cH:38][cH:39][cH:40][cH:41]3)[cH:25][cH:26]2)[c:6]([NH:8][c:9]2[c:10]([CH3:17])[cH:11][c:12]([CH3:16])[cH:13][c:14]2[CH3:15])[n:7]1. The reactants are CS(=O)(=O)Cl (methanesulfonyl chloride), ice water, Cl (hydrochloric acid), OC1[C@@H](O)[C@@H](O)[C@H](O)[C@H](O1)CO (Man), N1CCOCC1 (morpholine), BrBr (bromine), C(C1=CC=CC=C1)C1=NC2C(N(C2S1)C(C(=O)OCC1=CC=C(C=C1)[N+](=O)[O-])=C(C)O)=O (p-nitrobenzyl α-[3-benzyl-7-oxo-4-thia-2,6-diazabicyclo[3,2,0]hept-2-en-6-yl]-α-(1-hydroxyethylidene)acetate). The solvent is CO (methanol), C(C)N(CC)CC (triethylamine), N1=CC=CC=C1 (pyridine), O1CCCC1 (tetrahydrofuran). Run at time 5 hour. Yields the product C1(=CC=CC=C1)CC(=O)NC1[C@@H]2N(C(=C(CS2)O)C(=O)OCC2=CC=C(C=C2)[N+](=O)[O-])C1=O (p-nitrobenzyl 7-phenylacetamido-3-hydroxy-3-cephem-4-carboxylate). Yield: 71.0%. Reaction SMILES: [OH:1]C1O[C@H](CO)[C@@H](O)[C@H](O)[C@@H]1O.[CH2:13]([C:20]1[S:26][CH:25]2[CH:22]([C:23](=[O:44])[N:24]2[C:27](=[C:41]([OH:43])[CH3:42])[C:28]([O:30][CH2:31][C:32]2[CH:37]=[CH:36][C:35]([N+:38]([O-:40])=[O:39])=[CH:34][CH:33]=2)=[O:29])[N:21]=1)[C:14]1[CH:19]=[CH:18][CH:17]=[CH:16][CH:15]=1.CS(Cl)(=O)=O.N1CCOCC1.BrBr.Cl>O1CCCC1.CO.N1C=CC=CC=1.C(N(CC)CC)C>[C:14]1([CH2:13][C:20]([NH:21][CH:22]2[C:23](=[O:44])[N:24]3[C:27]([C:28]([O:30][CH2:31][C:32]4[CH:37]=[CH:36][C:35]([N+:38]([O-:40])=[O:39])=[CH:34][CH:33]=4)=[O:29])=[C:41]([OH:43])[CH2:42][S:26][C@H:25]23)=[O:1])[CH:19]=[CH:18][CH:17]=[CH:16][CH:15]=1. Procedure: Man adds triethylamine (5.68 ml) to a stirred suspension of p-nitrobenzyl α-[3-benzyl-7-oxo-4-thia-2,6-diazabicyclo[3,2,0]hept-2-en-6-yl]-α-(1-hydroxyethylidene)acetate (9.06 g) in tetrahydrofuran (120 ml) under nitrogen atmosphere at -20° C. to give clear solution, adds methanesulfonyl chloride (1.65 ml) to the solution, stirs for 30 minutes at the same temperature, adds morpholine (1.92 ml), warms to 0° C., stirs for 5 hours, cools to -30° C. to -35° C., adds pyridine (1.54 ml) and bromine (3.... The reactants are FC1=CC=C(C=C1)C(CC1=NC=CC=C1)=O (1-(4-fluorophenyl)-2-pyridin-2-ylethanone), Cl.NO (hydroxylamine hydrochloride), C(C)(=O)[O-].[Na+] (sodium acetate). Run in CO (methanol), O (water). Reaction conditions: time 24 hour. Yields the product FC1=CC=C(C=C1)C(CC1=NC=CC=C1)=NO (1-(4-Fluorophenyl)-2-pyridin-2-ylethanone Oxime). The yield is 87.3%. As a reaction SMILES: [F:1][C:2]1[CH:7]=[CH:6][C:5]([C:8](=O)[CH2:9][C:10]2[CH:15]=[CH:14][CH:13]=[CH:12][N:11]=2)=[CH:4][CH:3]=1.Cl.[NH2:18][OH:19].C([O-])(=O)C.[Na+]>CO.O>[F:1][C:2]1[CH:7]=[CH:6][C:5]([C:8](=[N:18][OH:19])[CH2:9][C:10]2[CH:15]=[CH:14][CH:13]=[CH:12][N:11]=2)=[CH:4][CH:3]=1 |f:1.2,3.4|. Procedure details: To a solution of 1-(4-fluorophenyl)-2-pyridin-2-ylethanone (6.27 g 29 mmol) in methanol (100 ml) was added a solution of hydroxylamine hydrochloride (9.6 g 130 mmol) and sodium acetate (15.6 g) in water (80 ml) and the reaction was stirred at room temperature for 24 hours. The resulting precipitate was filtered off and dried to give the title compound as a white solid (5.83 g 87%). (M-H2O)H+: 213; NMR: (CDCl3): δ 4.42 (2H, s) 7.00 (2H, t) 7.14 (1H, m) 7.28 (1H, d) 7.59 (1H, dt) 7.72 (2H, m) 8.55... The reactants are [Al], CCOC(=O)c1c(SCC)nc2cc(OC(F)(F)F)ccc2c1C, CCCCCC, Cc1ccccc1, ClCCl, Cl, NCc1ccc(F)cc1. The product is CCSc1nc2cc(OC(F)(F)F)ccc2c(C)c1C(=O)NCc1ccc(F)cc1. As a reaction SMILES: [Al:1].[CH2:11]([O:13][C:14](=[O:12])[c:16]1[c:17]([S:32][CH2:33][CH3:34])[n:18][c:19]2[cH:20][c:21]([O:27][C:28]([F:29])([F:30])[F:31])[cH:22][cH:23][c:24]2[c:25]1[CH3:26])[CH3:15].[CH3:35][CH2:36][CH2:37][CH2:38][CH2:39][CH3:40].[CH3:44][c:45]1[cH:46][cH:47][cH:48][cH:49][cH:50]1.[Cl:41][CH2:42][Cl:43].[ClH:51].[F:2][c:3]1[cH:4][cH:5][c:6]([CH2:7][NH2:8])[cH:9][cH:10]1>>[F:2][c:3]1[cH:4][cH:5][c:6]([CH2:7][NH:8][C:14](=[O:13])[c:16]2[c:17]([S:32][CH2:33][CH3:34])[n:18][c:19]3[cH:20][c:21]([O:27][C:28]([F:29])([F:30])[F:31])[cH:22][cH:23][c:24]3[c:25]2[CH3:26])[cH:9][cH:10]1. Starting materials: N1N=CC=C1 (pyrazole), ClC=1N=C(C2=C(N1)SC=C2C)NCC2=CC(=C(C=C2)Cl)Cl (2-chloro-5-methyl-4-(3,4-dichlorobenzylamino)-thieno-[2,3-d]-pyrimidine). The product is N1(N=CC=C1)C=1N=C(C2=C(N1)SC=C2C)NCC2=CC(=C(C=C2)Cl)Cl (2-(pyrazol-1-yl)-5-methyl-4-(3,4-dichlorobenzylamino)-thieno-[2,3-d]-pyrimidine). As a reaction SMILES: [NH:1]1[CH:5]=[CH:4][CH:3]=[N:2]1.Cl[C:7]1[N:8]=[C:9]([NH:17][CH2:18][C:19]2[CH:24]=[CH:23][C:22]([Cl:25])=[C:21]([Cl:26])[CH:20]=2)[C:10]2[C:15]([CH3:16])=[CH:14][S:13][C:11]=2[N:12]=1>>[N:1]1([C:7]2[N:8]=[C:9]([NH:17][CH2:18][C:19]3[CH:24]=[CH:23][C:22]([Cl:25])=[C:21]([Cl:26])[CH:20]=3)[C:10]3[C:15]([CH3:16])=[CH:14][S:13][C:11]=3[N:12]=2)[CH:5]=[CH:4][CH:3]=[N:2]1. Reported procedure: Following the procedure of Example 97, the reaction of pyrazole with 2-chloro-5-methyl-4-(3,4-dichlorobenzylamino)-thieno-[2,3-d]-pyrimidine gives 2-(pyrazol-1-yl)-5-methyl-4-(3,4-dichlorobenzylamino)-thieno-[2,3-d]-pyrimidine. Starting materials: C(CCCCCCC)Br (octyl bromide), C(C)OC(=O)C1C(CCC1)=O (2-ethoxycarbonyl-cyclopentanone), C(C)OC(=O)C1(C(CCC1)=O)CCCCCCCC (2-ethoxycarbonyl-2-octyl-cyclopentanone), OCC1(C(CCC1)=O)CCCCCCCC (2-hydroxymethyl-2-octyl-cyclopentanone), [BH4-].[Li+] (lithium borohydride), [H-].[Na+] (sodium hydride), [H-].[Na+] (sodium hydride), C(C)OC(=O)C1C(CCC1)=O (2-ethoxycarbonyl-cyclopentanone), C(C)OC(=O)C1(C(CCC1)=O)CCCCCCCC (2-ethoxycarbonyl-2-octyl-cyclopentanone). Solvent: CN(C=O)C (dimethylformamide), C(C)OC(C)=O (ethylacetate), CN(C=O)C (dimethylformamide), C(C)OCC (diethylether), O (water), CN(C=O)C (dimethylformamide), O1CCCC1 (tetrahydrofuran), O1CCCC1 (tetrahydrofuran). Conditions: temperature 100 celsius, time 2 hour. Product: OCC1(C(CCC1)O)CCCCCCCC (2-hydroxymethyl-2-octyl-cyclopentanol). Yield: 64.7%. Reaction SMILES: C(OC(C1CCCC1=O)=O)C.[H-].[Na+].C(Br)CCCCCCC.C([O:25][C:26]([C:28]1([CH2:34][CH2:35][CH2:36][CH2:37][CH2:38][CH2:39][CH2:40][CH3:41])[CH2:32][CH2:31][CH2:30][C:29]1=[O:33])=O)C.[BH4-].[Li+].OCC1(CCCCCCCC)CCCC1=O>CN(C)C=O.O1CCCC1.C(OC(=O)C)C.C(OCC)C.O>[OH:25][CH2:26][C:28]1([CH2:34][CH2:35][CH2:36][CH2:37][CH2:38][CH2:39][CH2:40][CH3:41])[CH2:32][CH2:31][CH2:30][CH:29]1[OH:33] |f:1.2,5.6|. Procedure: 20 g of 2-ethoxycarbonyl-cyclopentanone was dissolved in 15 ml dimethylformamide and stirred. Then, a solution comprising 200 ml dimethylformamide with 6 g sodium hydride dispersed therein was gradually added dropwise to the above 2-ethoxycarbonyl-cyclopentanone solution. After the addition of the sodium hydride solution had been completed, the reaction solution was stirred for 2 hours at room temperature under a nitrogen gas stream. A solution comprising 15 ml dimethylformamide with 25 g octyl ... Starting materials: Cc1ccccc1, CCOC(C)=O, O=C=Nc1cccc(Cl)c1Cl, CC(C)(C)c1ccnc(N)c1. Product: CC(C)(C)c1ccnc(NC(=O)Nc2cccc(Cl)c2Cl)c1. RXN SMILES: [CH3:23][c:24]1[cH:25][cH:26][cH:27][cH:28][cH:29]1.[CH3:30][CH2:31][O:32][C:33]([CH3:34])=[O:35].[Cl:12][c:13]1[c:14]([N:20]=[C:21]=[O:22])[cH:15][cH:16][cH:17][c:18]1[Cl:19].[NH2:1][c:2]1[n:3][cH:4][cH:5][c:6]([C:8]([CH3:9])([CH3:10])[CH3:11])[cH:7]1>>[NH:1]([c:2]1[n:3][cH:4][cH:5][c:6]([C:8]([CH3:9])([CH3:10])[CH3:11])[cH:7]1)[C:21]([NH:20][c:14]1[c:13]([Cl:12])[c:18]([Cl:19])[cH:17][cH:16][cH:15]1)=[O:22]. Reactants: O[C@@H]1CC[C@H](CC1)NC1=C(C=C(C#N)C=C1)[N+](=O)[O-] (4-(trans-4-hydroxycyclohexylamino)-3-nitrobenzonitrile), C(C)(=O)O (acetic acid), N(=NC(=O)OCC)C(=O)OCC (diethyl azodicarboxylate), C1(=CC=CC=C1)P(C1=CC=CC=C1)C1=CC=CC=C1 (triphenylphosphine). The solvent is O1CCCC1 (tetrahydrofuran). Conditions: time 2 hour. Product: C(C)(=O)O[C@H]1CC[C@H](CC1)NC1=C(C=C(C#N)C=C1)[N+](=O)[O-] (4-(cis-4-acetoxycyclohexylamino)-3-nitrobenzonitrile). Yield: 45.7%. As a reaction SMILES: [OH:1][C@H:2]1[CH2:7][CH2:6][C@H:5]([NH:8][C:9]2[CH:16]=[CH:15][C:12]([C:13]#[N:14])=[CH:11][C:10]=2[N+:17]([O-:19])=[O:18])[CH2:4][CH2:3]1.[C:20](O)(=[O:22])[CH3:21].N(C(OCC)=O)=NC(OCC)=O.C1(P(C2C=CC=CC=2)C2C=CC=CC=2)C=CC=CC=1>O1CCCC1>[C:20]([O:1][C@@H:2]1[CH2:7][CH2:6][C@H:5]([NH:8][C:9]2[CH:16]=[CH:15][C:12]([C:13]#[N:14])=[CH:11][C:10]=2[N+:17]([O-:19])=[O:18])[CH2:4][CH2:3]1)(=[O:22])[CH3:21]. Procedure details: To a solution of 4-(trans-4-hydroxycyclohexylamino)-3-nitrobenzonitrile (1.0 g), acetic acid (345 mg) and diethyl azodicarboxylate (2.17 g, 40% solution in toluene) in anhydrous tetrahydrofuran (25 mL) was added portionwise triphenylphosphine (1.31 g) at 0° C., and the mixture was stirred at ambient temperature for 2 hours. The mixture was evaporated in vacuo and the residue was subjected to a silica gel column chromatography eluting with a mixture of n-hexane and ethyl acetate (5:1 to 3:1) and ... Starting materials: Br, CO, COC(=O)c1cccn1C, [K+], O, N#C[S-]. The product is COC(=O)c1cc(SC#N)cn1C. As a reaction SMILES: [Br:5].[CH3:17][OH:18].[CH3:6][O:7][C:8](=[O:9])[c:10]1[n:11]([CH3:15])[cH:12][cH:13][cH:14]1.[K+:1].[OH2:16].[S-:2][C:3]#[N:4]>>[S:2]([C:3]#[N:4])[c:13]1[cH:12][n:11]([CH3:15])[c:10]([C:8]([O:7][CH3:6])=[O:9])[cH:14]1. Starting materials: FC=1C=C2C(=NNC2=CC1)I (5-fluoro-3-iodo-indazole), BrCC(C)C (1-bromo-2-methylpropane), 10A. Yields the product FC=1C=C2C(=NN(C2=CC1)CC(C)C)I (5-fluoro-3-iodo-1-(2-methylpropyl)-1H-indazole). Isolated yield 70.0%. As a reaction SMILES: [F:1][C:2]1[CH:3]=[C:4]2[C:8](=[CH:9][CH:10]=1)[NH:7][N:6]=[C:5]2[I:11].Br[CH2:13][CH:14]([CH3:16])[CH3:15]>>[F:1][C:2]1[CH:3]=[C:4]2[C:8](=[CH:9][CH:10]=1)[N:7]([CH2:13][CH:14]([CH3:16])[CH3:15])[N:6]=[C:5]2[I:11]. Reported procedure: The title compound was prepared in 70% yield from 5-fluoro-3-iodo-indazole and 1-bromo-2-methylpropane according to the general procedure for Preparation 10A. The minor isomer was not isolated or characterized. 1H NMR (400 MHz, CDCl3): δ 0.92 (6H, d, J=6.8 Hz), 2.30-2.37 (1H, m), 4.16 (2H, d, J=7.2 Hz), 7.11 (1H, dd, J=2.4, 8.8 Hz), 7.19 (1H, td, J=2.4, 8.8 Hz), 7.32 (1H, dd, J=4.0, 8.8 Hz).